This data is from the Open Reaction Database (ORD), a public repository of structured organic reaction records. The task is: describe an organic reaction: reactants, conditions, products, and yield Reactants: C(#C)C=1C=NN2C1N=C(C=C2C(F)(F)F)C2=CC=C(C=C2)C(F)(F)F (3-ethynyl-7-trifluoromethyl-5-(4-trifluoromethyl-phenyl)-pyrazolo[1,5-a]pyrimidine), BrC=1SC(=CN1)S(=O)(=O)O (2-bromo-thiazole-5-sulfonic acid). Yields the product FC(C1=CC(=NC=2N1N=CC2C#CC=2SC(=CN2)S(=O)(=O)O)C2=CC=C(C=C2)C(F)(F)F)(F)F (2-[7-Trifluoromethyl-5-(4-trifluoromethyl-phenyl)-pyrazolo[1,5-a]pyrimidin-3-ylethynyl]-thiazole-5-sulfonic acid), solid. Yield: 14.0%. RXN SMILES: [C:1]([C:3]1[CH:4]=[N:5][N:6]2[C:11]([C:12]([F:15])([F:14])[F:13])=[CH:10][C:9]([C:16]3[CH:21]=[CH:20][C:19]([C:22]([F:25])([F:24])[F:23])=[CH:18][CH:17]=3)=[N:8][C:7]=12)#[CH:2].Br[C:27]1[S:28][C:29]([S:32]([OH:35])(=[O:34])=[O:33])=[CH:30][N:31]=1>>[F:15][C:12]([F:14])([F:13])[C:11]1[N:6]2[N:5]=[CH:4][C:3]([C:1]#[C:2][C:27]3[S:28][C:29]([S:32]([OH:35])(=[O:34])=[O:33])=[CH:30][N:31]=3)=[C:7]2[N:8]=[C:9]([C:16]2[CH:21]=[CH:20][C:19]([C:22]([F:25])([F:24])[F:23])=[CH:18][CH:17]=2)[CH:10]=1. Procedure details: The title compound was prepared from 3-ethynyl-7-trifluoromethyl-5-(4-trifluoromethyl-phenyl)-pyrazolo[1,5-a]pyrimidine (example C.1) (355 mg, 1.0 mmol) and 2-bromo-thiazole-5-sulfonic acid (220 mg, 0.9 mmol, prepared according to: Helv. Chim. Acta, 1945, 28, 985) according to general procedure II. Obtained as an orange solid (75 mg, 14%). MS (ISN) 516.8 [(M−H)−]; mp >295° C. Reactants: C(C1=CC=CC=C1)OC(=O)N1C(CC2=CC(=CC=C12)N1C(O[C@H](C1)CNC(C)=O)=O)CO[Si](C)(C)C(C)(C)C ((S)-N-[[3-[1-Benzyloxycarbonyl-2-[[(tert-butyldimethylsilyl)oxy]methyl]-5-indolinyl]-2-oxo-5-oxazolidinyl]methyl]acetamide), 44. The reagents and catalysts are [Pd] (palladium-on-carbon). Run in C(C)O (ethanol). Reaction conditions: time 2 hour. The product is [Si](C)(C)(C(C)(C)C)OCC1NC2=CC=C(C=C2C1)N1C(O[C@H](C1)CNC(C)=O)=O ((S)-N-[[3-[2-[[(tert-butyldimethylsilyl)oxy]methyl]-5-indolinyl]-2-oxo-5-oxazolidinyl]methyl]acetamide). Reaction SMILES: C(OC([N:11]1[C:19]2[C:14](=[CH:15][C:16]([N:20]3[CH2:24][C@H:23]([CH2:25][NH:26][C:27](=[O:29])[CH3:28])[O:22][C:21]3=[O:30])=[CH:17][CH:18]=2)[CH2:13][CH:12]1[CH2:31][O:32][Si:33]([C:36]([CH3:39])([CH3:38])[CH3:37])([CH3:35])[CH3:34])=O)C1C=CC=CC=1>[Pd].C(O)C>[Si:33]([O:32][CH2:31][CH:12]1[CH2:13][C:14]2[C:19](=[CH:18][CH:17]=[C:16]([N:20]3[CH2:24][C@H:23]([CH2:25][NH:26][C:27](=[O:29])[CH3:28])[O:22][C:21]3=[O:30])[CH:15]=2)[NH:11]1)([C:36]([CH3:39])([CH3:37])[CH3:38])([CH3:34])[CH3:35]. Procedure details: A mixture of the product from Step 8 (2.2 g, 0.0040 mol), 10% palladium-on-carbon catalyst (0.4 g) and ethanol (150 ml) is hydrogenated at an initial pressure of 44 p.s.i. for 2 h. The catalyst is removed by filtration through celite and the filtrate is concentrated. The residue is dissolved in CH2Cl2, filtered and concentrated to give the titled product: MS (ES) m/z 420 (M+H+), 442 (M+Na+); 1H NMR (300 MHz, CDCl3) δ0.05 (s, 6H), 0.89 (s, 9H), 2.02 (s, 3H), 2.63 (q, 1H), 3.09 (q, 1H), 3.53 (m, 3... Reactants: COc1ccc(CN=C=O)cc1, Nc1ccc2nc(NC3CCc4ccccc43)ccc2c1. RXN SMILES: [CH3:22][O:23][c:24]1[cH:25][cH:26][c:27]([CH2:28][N:29]=[C:30]=[O:31])[cH:32][cH:33]1.[CH:1]1([NH:10][c:11]2[n:12][c:13]3[cH:14][cH:15][c:16]([NH2:21])[cH:17][c:18]3[cH:19][cH:20]2)[CH2:2][CH2:3][c:4]2[cH:5][cH:6][cH:7][cH:8][c:9]21>>[CH:1]1([NH:10][c:11]2[n:12][c:13]3[cH:14][cH:15][c:16]([NH:21][C:30]([NH:29][CH2:28][c:27]4[cH:26][cH:25][c:24]([O:23][CH3:22])[cH:33][cH:32]4)=[O:31])[cH:17][c:18]3[cH:19][cH:20]2)[CH2:2][CH2:3][c:4]2[cH:5][cH:6][cH:7][cH:8][c:9]21. Yields the product COc1ccc(CNC(=O)Nc2ccc3nc(NC4CCc5ccccc54)ccc3c2)cc1. Reactants: BrCc1ccccc1, CN1CCCC1=O, Cl, [Na+], [OH-], Oc1cc(O)nc(S)n1. Product: Oc1cc(O)nc(SCc2ccccc2)n1. Reaction SMILES: [Br:17][CH2:18][c:19]1[cH:20][cH:21][cH:22][cH:23][cH:24]1.[CH3:10][N:11]1[CH2:12][CH2:13][CH2:14][C:15]1=[O:16].[ClH:25].[Na+:27].[OH-:26].[OH:1][c:2]1[n:3][c:4]([SH:9])[n:5][c:6]([OH:8])[cH:7]1>>[OH:1][c:2]1[n:3][c:4]([S:9][CH2:18][c:19]2[cH:20][cH:21][cH:22][cH:23][cH:24]2)[n:5][c:6]([OH:8])[cH:7]1. Starting materials: C1CCOC1, CO, COC(=O)Cc1ccc2nc(Nc3cc(F)ccc3C)oc2c1, [Na+], [OH-]. The product is Cc1ccc(F)cc1Nc1nc2ccc(CC(=O)O)cc2o1. Reaction SMILES: [CH2:26]1[O:27][CH2:28][CH2:29][CH2:30]1.[CH3:31][OH:32].[F:1][c:2]1[cH:3][cH:4][c:5]([CH3:23])[c:6]([NH:8][c:9]2[o:10][c:11]3[c:12]([n:13]2)[cH:14][cH:15][c:16]([CH2:18][C:19](=[O:20])[O:21][CH3:22])[cH:17]3)[cH:7]1.[Na+:25].[OH-:24]>>[F:1][c:2]1[cH:3][cH:4][c:5]([CH3:23])[c:6]([NH:8][c:9]2[o:10][c:11]3[c:12]([n:13]2)[cH:14][cH:15][c:16]([CH2:18][C:19](=[O:20])[OH:21])[cH:17]3)[cH:7]1. Starting materials: O (water), ClC1=NC=C(C=C1)[N+](=O)[O-] (2-chloro-5-nitropyridine), CC1=C(N=C(O1)C1=CC=CC=C1)CCO (2-(5-methyl-2-phenyl-4-oxazolyl)ethanol), [H-].[Na+] (sodium hydride). Solvent: C1CCOC1 (THF). The product is CC1=C(N=C(O1)C1=CC=CC=C1)CCOC1=NC=C(C=C1)[N+](=O)[O-] (2-[2-(5-methyl-2-phenyl-4-oxazolyl)ethoxy]-5-nitropyridine). Yield: 49.5%. RXN SMILES: Cl[C:2]1[CH:7]=[CH:6][C:5]([N+:8]([O-:10])=[O:9])=[CH:4][N:3]=1.[CH3:11][C:12]1[O:16][C:15]([C:17]2[CH:22]=[CH:21][CH:20]=[CH:19][CH:18]=2)=[N:14][C:13]=1[CH2:23][CH2:24][OH:25].[H-].[Na+].O>C1COCC1>[CH3:11][C:12]1[O:16][C:15]([C:17]2[CH:22]=[CH:21][CH:20]=[CH:19][CH:18]=2)=[N:14][C:13]=1[CH2:23][CH2:24][O:25][C:2]1[CH:7]=[CH:6][C:5]([N+:8]([O-:10])=[O:9])=[CH:4][N:3]=1 |f:2.3|. Reported procedure: To a solution of 2-chloro-5-nitropyridine (25 g) and 2-(5-methyl-2-phenyl-4-oxazolyl)ethanol (32.1 g) in THF (250 ml) was added, in small portions, sodium hydride (60% in oil, 6.92 g), and the mixture was stirred. The reaction mixture was stirred, at room temperature, for further 15 hours, which was poured into water, followed by extraction with ethyl acetate. The ethyl acetate layer was washed with water and dried (MgSO4), then the solvent was distilled off under reduced pressure. The residual ... The reactants are C(#N)C=1C=CC2=C(SC(=C2)C(=O)O)C1 (6-cyanobenzo[b]thiophene-2-carboxylic acid), N12CCCCCC2=NCCC1 (1,8-diazabicyclo[5.4.0]undec-7-ene), Cl (HCl). Run in CN(C(C)=O)C (N,N-dimethylacetamide). Product: S1C2=C(C=C1)C=CC(=C2)C#N (Benzo[b]thiophene-6-carbonitrile). As a reaction SMILES: [C:1]([C:3]1[CH:4]=[CH:5][C:6]2[CH:10]=[C:9](C(O)=O)[S:8][C:7]=2[CH:14]=1)#[N:2].N12CCCN=C1CCCCC2.Cl>CN(C)C(=O)C>[S:8]1[CH:9]=[CH:10][C:6]2[CH:5]=[CH:4][C:3]([C:1]#[N:2])=[CH:14][C:7]1=2. Reported procedure: A microwave vial was charged with 6-cyanobenzo[b]thiophene-2-carboxylic acid (1.90 g, 9.35 mmol), 1,8-diazabicyclo[5.4.0]undec-7-ene (5.6 mL, 37.4 mmol) and N,N-dimethylacetamide (15 mL) and the reaction was subjected to microwave irradiation at 190° C. for 1 hour. After cooling, the reaction mixture was poured into 1N aq. HCl and extracted with ethyl acetate. The organic phase was concentrated under reduced pressure to get the product as light brown solid. The reactants are CC(C)(C)OC(=O)N1CCC(=O)CC1, CC(=O)O[BH-](OC(C)=O)OC(C)=O, CC(=O)O, CC#N, Nc1ccc2[nH]ccc2c1, [Na+], [Na+], [Na+], O=C([O-])[O-], O. Yields the product CC(C)(C)OC(=O)N1CCC(Nc2ccc3[nH]ccc3c2)CC1. RXN SMILES: [C:11]([CH3:12])([CH3:13])([CH3:14])[O:15][C:16](=[O:17])[N:18]1[CH2:19][CH2:20][C:21](=[O:24])[CH2:22][CH2:23]1.[C:29]([O:30][BH-:31]([O:32][C:33](=[O:34])[CH3:35])[O:36][C:37](=[O:38])[CH3:39])(=[O:40])[CH3:41].[CH3:25][C:26](=[O:27])[OH:28].[CH3:49][C:50]#[N:51].[NH2:1][c:2]1[cH:3][c:4]2[cH:5][cH:6][nH:7][c:8]2[cH:9][cH:10]1.[Na+:42].[Na+:43].[Na+:44].[O-:45][C:46](=[O:47])[O-:48].[OH2:52]>>[NH:1]([c:2]1[cH:3][c:4]2[cH:5][cH:6][nH:7][c:8]2[cH:9][cH:10]1)[CH:21]1[CH2:20][CH2:19][N:18]([C:16]([O:15][C:11]([CH3:12])([CH3:13])[CH3:14])=[O:17])[CH2:23][CH2:22]1.